From a dataset of the Open Reaction Database (ORD), a public repository of structured organic reaction records. describe an organic reaction: reactants, conditions, products, and yield The reactants are [Si](C1=CC=CC=C1)(C1=CC=CC=C1)(C(C)(C)C)OCC1=CC=C(C(=C1N1C[C@H](O[C@H](C1)C)C)F)F ((2R,6S)-4-[6-({[tert-Butyl(diphenyl)silyl]oxy}methyl)-2,3-difluorophenyl]-2,6-dimethylmorpholine), [Si](C1=CC=CC=C1)(C1=CC=CC=C1)(C(C)(C)C)OCC1=CC=C(C(=C1N1C[C@H](O[C@H](C1)C)C)F)F ((2R,6S)-4-[6-({[tert-Butyl(diphenyl)silyl]oxy}methyl)-2,3-difluorophenyl]-2,6-dimethylmorpholine), CON(C(=O)C1=NOC(=C1)C)C (N-methoxy-N,5-dimethyl-1,2-oxazole-3-carboxamide). Product: [Si](C1=CC=CC=C1)(C1=CC=CC=C1)(C(C)(C)C)OCC=1C(=C(C(=C(C1)C(=O)C1=NOC(=C1)C)F)F)N1C[C@H](O[C@H](C1)C)C ({5-({[tert-butyl(diphenyl)silyl]oxy}methyl)-4-[(2R,6S)-2,6-dimethylmorpholin-4-yl]-2,3-difluorophenyl}(5-methyl-1,2-oxazol-3-yl)methanone). RXN SMILES: [Si:1]([O:18][CH2:19][C:20]1[C:25]([N:26]2[CH2:31][C@H:30]([CH3:32])[O:29][C@H:28]([CH3:33])[CH2:27]2)=[C:24]([F:34])[C:23]([F:35])=[CH:22][CH:21]=1)([C:14]([CH3:17])([CH3:16])[CH3:15])([C:8]1[CH:13]=[CH:12][CH:11]=[CH:10][CH:9]=1)[C:2]1[CH:7]=[CH:6][CH:5]=[CH:4][CH:3]=1.CON(C)[C:39]([C:41]1[CH:45]=[C:44]([CH3:46])[O:43][N:42]=1)=[O:40]>>[Si:1]([O:18][CH2:19][C:20]1[C:25]([N:26]2[CH2:31][C@H:30]([CH3:32])[O:29][C@H:28]([CH3:33])[CH2:27]2)=[C:24]([F:34])[C:23]([F:35])=[C:22]([C:39]([C:41]2[CH:45]=[C:44]([CH3:46])[O:43][N:42]=2)=[O:40])[CH:21]=1)([C:14]([CH3:16])([CH3:17])[CH3:15])([C:2]1[CH:7]=[CH:6][CH:5]=[CH:4][CH:3]=1)[C:8]1[CH:13]=[CH:12][CH:11]=[CH:10][CH:9]=1. Procedure: Starting materials: (2R,6S)-4-[6-({[tert-butyl(diphenyl)silyl]oxy}methyl)-2,3-difluorophenyl]-2,6-dimethylmorpholine (Intermediate 3) and N-methoxy-N,5-dimethyl-1,2-oxazole-3-carboxamide The reactants are [OH-].[Na+] (NaOH), B(F)(F)F.CCOCC (BF3.OEt2), Cl (HCl), C(C)[Mg]Br (Ethyl magnesium bromide), CN1N=C(C=C1)C#N (1-methyl-1H-pyrazole-3-carbonitrile), Ti(Oi-Pr)4. RXN SMILES: [CH2:1]([Mg]Br)[CH3:2].[CH3:5][N:6]1[CH:10]=[CH:9][C:8]([C:11]#[N:12])=[N:7]1.B(F)(F)F.CCOCC.Cl.[OH-].[Na+]>CCOCC>[CH3:5][N:6]1[CH:10]=[CH:9][C:8]([C:11]2([NH2:12])[CH2:2][CH2:1]2)=[N:7]1 |f:2.3,5.6|. Product: CN1N=C(C=C1)C1(CC1)N (1-(1-Methyl-1H-pyrazol-3-yl)cyclopropanamine). Run in CCOCC (ether), CCOCC (Et2O). Run at time 10 minute. Reported procedure: Ethyl magnesium bromide (2.5 mol, 1 M in ether) was added at −78° C. to a solution of a 1-methyl-1H-pyrazole-3-carbonitrile (0.5 g, 1 mmol) and Ti(Oi-Pr)4 (1.1 mmol) in Et2O (5 mL). The yellow solution was stirred for 10 min. After the solution was warmed to ambient temperature (1 h), BF3.OEt2 (2 mmol) was added. After the mixture was stirred for 1 h, 1 N HCl and ether were added. NaOH (10%) was added to the resulting two clear phases and the mixture was extracted with ether. The combined ether ... The reactants are C(C)(C)(C)ON=C1C=C(OC2=CC=C(C=C12)OCCCl)C1=CC=2N(C=N1)C=CC2 (6-(2-chloro-ethoxy)-2-pyrrolo[1,2-c]pyrimidin-3-yl-chromen-4-one O-tert-butyl oxime), OC[C@H]1NCCC1 ((S)-2-hydroxymethylpyrrolidine). The product is Cl.OC[C@H]1N(CCC1)CCOC=1C=C2C(C=C(OC2=CC1)C1=CC=2N(C=N1)C=CC2)=NO (6-[2-((S)-2-hydroxymethylpyrrolidin-1-yl)-ethoxy]-2-pyrrolo[1,2-c]pyrimidin-3-yl-chromen-4-one oxime, hydrochloride). As a reaction SMILES: C([O:5][N:6]=[C:7]1[C:16]2[C:11](=[CH:12][CH:13]=[C:14]([O:17][CH2:18][CH2:19][Cl:20])[CH:15]=2)[O:10][C:9]([C:21]2[N:26]=[CH:25][N:24]3[CH:27]=[CH:28][CH:29]=[C:23]3[CH:22]=2)=[CH:8]1)(C)(C)C.[OH:30][CH2:31][C@@H:32]1[CH2:36][CH2:35][CH2:34][NH:33]1>>[ClH:20].[OH:30][CH2:31][C@@H:32]1[CH2:36][CH2:35][CH2:34][N:33]1[CH2:19][CH2:18][O:17][C:14]1[CH:15]=[C:16]2[C:11](=[CH:12][CH:13]=1)[O:10][C:9]([C:21]1[N:26]=[CH:25][N:24]3[CH:27]=[CH:28][CH:29]=[C:23]3[CH:22]=1)=[CH:8][C:7]2=[N:6][OH:5] |f:2.3|. Procedure details: 6-[2-((S)-2-hydroxymethylpyrrolidin-1-yl)-ethoxy]-2-pyrrolo[1,2-c]pyrimidin-3-yl-chromen-4-one oxime, hydrochloride was prepared in 8% overall yield using the method described in example 87, starting from 6-(2-chloro-ethoxy)-2-pyrrolo[1,2-c]pyrimidin-3-yl-chromen-4-one O-tert-butyl oxime (example 87B) and 2-((S)-2-hydroxymethylpyrrolidine. Reactants: CCOC(=O)C(=O)N(c1ccccc1[N+](=O)[O-])C(C)(C)C, CCO. Yields the product CCOC(=O)C(=O)N(c1ccccc1N)C(C)(C)C. As a reaction SMILES: [C:1]([CH3:2])([CH3:3])([CH3:4])[N:5]([c:6]1[c:7]([N+:12]([O-:13])=[O:14])[cH:8][cH:9][cH:10][cH:11]1)[C:15](=[O:16])[C:17](=[O:18])[O:19][CH2:20][CH3:21].[CH3:22][CH2:23][OH:24]>>[C:1]([CH3:2])([CH3:3])([CH3:4])[N:5]([c:6]1[c:7]([NH2:12])[cH:8][cH:9][cH:10][cH:11]1)[C:15](=[O:16])[C:17](=[O:18])[O:19][CH2:20][CH3:21]. Reactants: C(C)(=O)OCC.CCCCCC (ethyl acetate hexane), ClCC(CO)(CCCCCCCCCCCCCC)O (2-Chloromethylhexadecan-1,2-diol), I(=O)(=O)(=O)O (Periodic acid), ClCC(CO)(CCCCCCCCCCCCCC)O (2-Chloromethylhexadecan-1,2-diol). The solvent is CCOCC (ether), CCOCC (ether). Yields the product ClCC(CCCCCCCCCCCCCC)=O (1-Chlorohexadecan-2-one). Isolated yield 91.2%. RXN SMILES: I(O)(=O)(=O)=O.[Cl:6][CH2:7][C:8]([OH:25])([CH2:11][CH2:12][CH2:13][CH2:14][CH2:15][CH2:16][CH2:17][CH2:18][CH2:19][CH2:20][CH2:21][CH2:22][CH2:23][CH3:24])CO.C(OCC)(=O)C.CCCCCC>CCOCC>[Cl:6][CH2:7][C:8](=[O:25])[CH2:11][CH2:12][CH2:13][CH2:14][CH2:15][CH2:16][CH2:17][CH2:18][CH2:19][CH2:20][CH2:21][CH2:22][CH2:23][CH3:24] |f:2.3|. Reported procedure: Periodic acid (excess) was added to a solution of 2-chloromethylhexadecan-1,2-diol (23a, 0.021 g, 0.068 mmole) in wet ether (15 ml). The progress of the reaction was followed by TLC (30% ethyl acetate-hexane) and within 70 minutes, the diol 23a was completely transformed to a new, nonpolar product. Additional ether (15 ml) was added and the organic solution was washed with water (2×) and brine. The ether layer was dried (MgSO4), filtered, and concentrated, leaving 0.017 g (0.062 mmole, 91%) of a... The reactants are CCOC(=N)Cc1ccc(OC)cc1, CCO, Cl, Nc1ncccc1OCc1ccc(F)cc1. The product is Cl, COc1ccc(CC(=N)Nc2ncccc2OCc2ccc(F)cc2)cc1. As a reaction SMILES: [CH3:18][O:19][c:20]1[cH:21][cH:22][c:23]([CH2:26][C:27]([O:28][CH2:29][CH3:30])=[NH:31])[cH:24][cH:25]1.[CH3:32][CH2:33][OH:34].[ClH:17].[NH2:1][c:2]1[n:3][cH:4][cH:5][cH:6][c:7]1[O:8][CH2:9][c:10]1[cH:11][cH:12][c:13]([F:16])[cH:14][cH:15]1>>[ClH:17].[NH:1]([c:2]1[n:3][cH:4][cH:5][cH:6][c:7]1[O:8][CH2:9][c:10]1[cH:11][cH:12][c:13]([F:16])[cH:14][cH:15]1)[C:27]([CH2:26][c:23]1[cH:22][cH:21][c:20]([O:19][CH3:18])[cH:25][cH:24]1)=[NH:31]. Starting materials: Fc1ccccc1Br, CC(C)(C)[O-], Cc1ccccc1, CNC1CCN(C)CC1, [Na+], O=C(C=Cc1ccccc1)C=Cc1ccccc1, O=C(C=Cc1ccccc1)C=Cc1ccccc1, O=C(C=Cc1ccccc1)C=Cc1ccccc1, [Pd], [Pd], c1ccc(P(c2ccccc2)c2ccc3ccccc3c2-c2c(P(c3ccccc3)c3ccccc3)ccc3ccccc23)cc1. The product is CN1CCC(NCc2ccccc2F)CC1. Reaction SMILES: [Br:1][c:2]1[c:3]([F:8])[cH:4][cH:5][cH:6][cH:7]1.[CH3:64][C:65]([CH3:66])([O-:67])[CH3:68].[CH3:70][c:71]1[cH:72][cH:73][cH:74][cH:75][cH:76]1.[CH3:9][N:10]1[CH2:11][CH2:12][CH:13]([NH:16][CH3:17])[CH2:14][CH2:15]1.[Na+:69].[O:115]=[C:116]([CH:117]=[CH:118][c:119]1[cH:120][cH:121][cH:122][cH:123][cH:124]1)[CH:125]=[CH:126][c:127]1[cH:128][cH:129][cH:130][cH:131][cH:132]1.[O:79]=[C:80]([CH:81]=[CH:82][c:83]1[cH:84][cH:85][cH:86][cH:87][cH:88]1)[CH:89]=[CH:90][c:91]1[cH:92][cH:93][cH:94][cH:95][cH:96]1.[O:97]=[C:98]([CH:99]=[CH:100][c:101]1[cH:102][cH:103][cH:104][cH:105][cH:106]1)[CH:107]=[CH:108][c:109]1[cH:110][cH:111][cH:112][cH:113][cH:114]1.[Pd:77].[Pd:78].[cH:18]1[cH:19][cH:20][c:21]([P:22]([c:23]2[cH:24][cH:25][c:26]3[c:27]([cH:28][cH:29][cH:30][cH:31]3)[c:32]2-[c:33]2[c:34]3[c:35]([cH:36][cH:37][cH:38][cH:39]3)[cH:40][cH:41][c:42]2[P:43]([c:44]2[cH:45][cH:46][cH:47][cH:48][cH:49]2)[c:50]2[cH:51][cH:52][cH:53][cH:54][cH:55]2)[c:56]2[cH:57][cH:58][cH:59][cH:60][cH:61]2)[cH:62][cH:63]1>>[c:2]1([CH2:17][NH:16][CH:13]2[CH2:12][CH2:11][N:10]([CH3:9])[CH2:15][CH2:14]2)[c:3]([F:8])[cH:4][cH:5][cH:6][cH:7]1.